Dataset: the Open Reaction Database (ORD), a public repository of structured organic reaction records. Task: describe an organic reaction: reactants, conditions, products, and yield Reactants: CC1=C(N)C=CC(=C1)O (2-methyl-4-hydroxyaniline), C(C)(=O)O (acetic acid), C(=C)C1=CC=NC=C1 (4-vinylpyridine). Solvent: CO (methyl alcohol). Yields the product N1=C(C=CC=C1)CCNC1=C(C=C(C=C1)O)C (N-[2-(2-pyridyl)ethyl]-2-methyl-4-hydroxyaniline). Yield: 338.7%. RXN SMILES: [CH3:1][C:2]1[CH:8]=[C:7]([OH:9])[CH:6]=[CH:5][C:3]=1[NH2:4].[C:10](O)(=O)[CH3:11].C([C:16]1[CH:21]=[CH:20][N:19]=[CH:18][CH:17]=1)=C>CO>[N:19]1[CH:20]=[CH:21][CH:16]=[CH:17][C:18]=1[CH2:10][CH2:11][NH:4][C:3]1[CH:5]=[CH:6][C:7]([OH:9])=[CH:8][C:2]=1[CH3:1]. Procedure: A mixture of 50.0 g (0.4 mole) of 2-methyl-4-hydroxyaniline, 2.4 g of glacial acetic acid and 125.0 ml of anhydrous methyl alcohol was heated to reflux with stirring and 63.1 g (0.6 mole) of 4-vinylpyridine was added dropwise. The resulting reaction mixture was refluxed approximately seventy-two hours. After cooling the reaction mixture to ambient temperature, the solid was collected by filtration, washed twice with fresh methanol, and dried in vacuo to obtain 30.9 g of N-2-[2-(4-pyridyl)ethyl]-... Reactants: O=C1NC=2C=CC=CC2C=2C1=NN(C2CC(=O)O)C2=CC=CC=C2 ((4-Oxo-2-phenyl-4,5-dihydro-2H-pyrazolo[3,4-c]quinolin-1-yl)acetic acid), C(C(=O)Cl)(=O)Cl (oxalyl chloride), C(Cl)(Cl)Cl (chloroform). The reagents and catalysts are CN(C)C=O (DMF). Reaction conditions: time 1 hour. The product is ClC1=NC=2C=CC=CC2C=2C1=NN(C2CC(=O)Cl)C2=CC=CC=C2 ((4-chloro-2-phenyl-2H-pyrazolo[3,4-c]quinolin-1-yl)acetyl chloride). As a reaction SMILES: O=[C:2]1[C:11]2=[N:12][N:13]([C:19]3[CH:24]=[CH:23][CH:22]=[CH:21][CH:20]=3)[C:14](CC(O)=O)=[C:10]2[C:9]2[CH:8]=[CH:7][CH:6]=[CH:5][C:4]=2[NH:3]1.[C:25](Cl)(=O)[C:26]([Cl:28])=[O:27].C(Cl)(Cl)[Cl:32]>CN(C=O)C>[Cl:32][C:2]1[C:11]2=[N:12][N:13]([C:19]3[CH:24]=[CH:23][CH:22]=[CH:21][CH:20]=3)[C:14]([CH2:25][C:26]([Cl:28])=[O:27])=[C:10]2[C:9]2[CH:8]=[CH:7][CH:6]=[CH:5][C:4]=2[N:3]=1. Procedure details: (4-Oxo-2-phenyl-4,5-dihydro-2H-pyrazolo[3,4-c]quinolin-1-yl)acetic acid (8.83 g, 27.7 mmol) was suspended in 175 mL of chloroform. Twenty drops of DMF were added followed by oxalyl chloride (7.2 mL, 83.0 mmol). The reaction mixture was stirred at ambient temperature for 1 hour and concentrated under reduced pressure at 40° C. to afford crude (4-chloro-2-phenyl-2H-pyrazolo[3,4-c]quinolin-1-yl)acetyl chloride. Starting materials: CCOc1ccc(N)cc1, CC(=O)O, CCn1c(=O)c(-c2c(Cl)cccc2Cl)cc2cnc(S(C)(=O)=O)nc21, O. Yields the product CCOc1ccc(Nc2ncc3cc(-c4c(Cl)cccc4Cl)c(=O)n(CC)c3n2)cc1. Reaction SMILES: [CH2:26]([CH3:27])[O:28][c:29]1[cH:30][cH:31][c:32]([NH2:33])[cH:34][cH:35]1.[CH3:36][C:37](=[O:38])[OH:39].[Cl:1][c:2]1[c:3](-[c:9]2[cH:10][c:11]3[c:12]([n:13][c:14]([S:17]([CH3:18])(=[O:19])=[O:20])[n:15][cH:16]3)[n:21]([CH2:24][CH3:25])[c:22]2=[O:23])[c:4]([Cl:8])[cH:5][cH:6][cH:7]1.[OH2:40]>>[Cl:1][c:2]1[c:3](-[c:9]2[cH:10][c:11]3[c:12]([n:13][c:14]([NH:33][c:32]4[cH:31][cH:30][c:29]([O:28][CH2:26][CH3:27])[cH:35][cH:34]4)[n:15][cH:16]3)[n:21]([CH2:24][CH3:25])[c:22]2=[O:23])[c:4]([Cl:8])[cH:5][cH:6][cH:7]1. The reactants are CC(=O)N1CC(NS(=O)(=O)c2ccc(OCc3cc(C)nc4ccccc34)cc2)C(C(=O)O)C1, NO. Yields the product CC(=O)N1CC(NS(=O)(=O)c2ccc(OCc3cc(C)nc4ccccc34)cc2)C(C(=O)NO)C1. As a reaction SMILES: [C:1]([CH3:2])(=[O:3])[N:4]1[CH2:5][CH:6]([C:32](=[O:33])[OH:34])[CH:7]([NH:9][S:10](=[O:11])(=[O:12])[c:13]2[cH:14][cH:15][c:16]([O:19][CH2:20][c:21]3[cH:22][c:23]([CH3:31])[n:24][c:25]4[cH:26][cH:27][cH:28][cH:29][c:30]34)[cH:17][cH:18]2)[CH2:8]1.[NH2:35][OH:36]>>[C:1]([CH3:2])(=[O:3])[N:4]1[CH2:5][CH:6]([C:32](=[O:34])[NH:35][OH:36])[CH:7]([NH:9][S:10](=[O:11])(=[O:12])[c:13]2[cH:14][cH:15][c:16]([O:19][CH2:20][c:21]3[cH:22][c:23]([CH3:31])[n:24][c:25]4[cH:26][cH:27][cH:28][cH:29][c:30]34)[cH:17][cH:18]2)[CH2:8]1. Reactants: O=C1COC2=C(N1)C=CC(=C2)OC (3-oxo-7-methoxy-3,4-dihydro-2H-[1,4]benzoxazine), CI (methyl iodide), solid, C([O-])([O-])=O.[K+].[K+] (potassium carbonate). The solvent is CC(=O)C (acetone). The product is O=C1COC2=C(N1C)C=CC(=C2)OC (3-oxo-4-methyl-7-methoxy-3,4-dihydro-2H-[1,4]benzoxazine). The yield is 92.0%. As a reaction SMILES: [O:1]=[C:2]1[NH:7][C:6]2[CH:8]=[CH:9][C:10]([O:12][CH3:13])=[CH:11][C:5]=2[O:4][CH2:3]1.CI.[C:16](=O)([O-])[O-].[K+].[K+]>CC(C)=O>[O:1]=[C:2]1[N:7]([CH3:16])[C:6]2[CH:8]=[CH:9][C:10]([O:12][CH3:13])=[CH:11][C:5]=2[O:4][CH2:3]1 |f:2.3.4|. Procedure: Following the procedure of Example 1, 21.7 g of 3-oxo-7-methoxy-3,4-dihydro-2H-[1,4]benzoxazine and 19.88 g of methyl iodide were reacted in 600 ml of acetone in the presence of 19.32 g of solid potassium carbonate. The reaction was carried out, and the product isolated and purified by the procedure of Example 1 to yield 3-oxo-4-methyl-7-methoxy-3,4-dihydro-2H-[1,4]benzoxazine; yield=92%; molecular ion by mass spectrum=193. The reactants are C(C)(=O)OCC(=O)N1CCC(CC1)C1=C(C=C(C(=C1)I)OC)F (2-[4-(2-fluoro-5-iodo-4-methoxyphenyl)piperidin-1-yl]-2-oxoethyl acetate), FC(C=1C=C(C=C(C1)C(F)(F)F)[C@@H]1[C@@H](N(C(O1)=O)CC1=C(C=CC(=C1)C(F)(F)F)B1OC(C(O1)(C)C)(C)C)C)(F)F.C ((4S,5R)-5-[3,5-bis(trifluoromethyl)phenyl]-4-methyl-3-[2-(4,4,5,5-tetramethyl-1,3,2-dioxaborolan-2-yl)-5-(trifluoromethyl)benzyl]-1,3-oxazolidin-2-one methane), FC(C=1C=C(C=C(C1)C(F)(F)F)[C@@H]1[C@@H](N(C(O1)=O)CC1=C(C=CC(=C1)C(F)(F)F)B1OC(C(O1)(C)C)(C)C)C)(F)F.C ((4S,5R)-5-[3,5-bis(trifluoromethyl)phenyl]-4-methyl-3-[2-(4,4,5,5-tetramethyl-1,3,2-dioxaborolan-2-yl)-5-(trifluoromethyl)benzyl]-1,3-oxazolidin-2-one methane). The reagents and catalysts are [Pd](Cl)Cl.C(CCC)P([C-]1C=CC=C1)CCCC.[C-]1(C=CC=C1)P(CCCC)CCCC.[Fe+2] (1,1′-bis(di-1-butylphosphino)ferrocene palladium dichloride). Product: C(C)(=O)OCC(=O)N1CCC(CC1)C=1C=C(C(=CC1F)OC)C1=C(C=C(C=C1)C(F)(F)F)CN1C(O[C@@H]([C@@H]1C)C1=CC(=CC(=C1)C(F)(F)F)C(F)(F)F)=O (2-{4-[2′-({(4S,5R)-5-[3,5-bis(trifluoromethyl)phenyl]-4-methyl-2-oxo-1,3-oxazolidin-3-yl}methyl)-4-fluoro-6-methoxy-4′-(trifluoromethyl)biphenyl-3-yl]piperidin-1-yl}-2-oxoethyl acetate). Reaction SMILES: [C:1]([O:4][CH2:5][C:6]([N:8]1[CH2:13][CH2:12][CH:11]([C:14]2[CH:19]=[C:18](I)[C:17]([O:21][CH3:22])=[CH:16][C:15]=2[F:23])[CH2:10][CH2:9]1)=[O:7])(=[O:3])[CH3:2].[F:24][C:25]([F:64])([F:63])[C:26]1[CH:27]=[C:28]([C@H:36]2[O:40][C:39](=[O:41])[N:38]([CH2:42][C:43]3[CH:48]=[C:47]([C:49]([F:52])([F:51])[F:50])[CH:46]=[CH:45][C:44]=3B3OC(C)(C)C(C)(C)O3)[C@H:37]2[CH3:62])[CH:29]=[C:30]([C:32]([F:35])([F:34])[F:33])[CH:31]=1.C>[Pd](Cl)Cl.C(P(CCCC)[C-]1C=CC=C1)CCC.[C-]1(P(CCCC)CCCC)C=CC=C1.[Fe+2]>[C:1]([O:4][CH2:5][C:6]([N:8]1[CH2:13][CH2:12][CH:11]([C:14]2[CH:19]=[C:18]([C:44]3[CH:45]=[CH:46][C:47]([C:49]([F:52])([F:51])[F:50])=[CH:48][C:43]=3[CH2:42][N:38]3[C@@H:37]([CH3:62])[C@@H:36]([C:28]4[CH:29]=[C:30]([C:32]([F:35])([F:33])[F:34])[CH:31]=[C:26]([C:25]([F:24])([F:63])[F:64])[CH:27]=4)[O:40][C:39]3=[O:41])[C:17]([O:21][CH3:22])=[CH:16][C:15]=2[F:23])[CH2:10][CH2:9]1)=[O:7])(=[O:3])[CH3:2] |f:1.2,3.4.5.6|. Procedure details: A mixture of 2-[4-(2-fluoro-5-iodo-4-methoxyphenyl)piperidin-1-yl]-2-oxoethyl acetate (Step A; 33 mg; 0.076 mmol) and (4S,5R)-5-[3,5-bis(trifluoromethyl)phenyl]-4-methyl-3-[2-(4,4,5,5-tetramethyl-1,3,2-dioxaborolan-2-yl)-5-(trifluoromethyl)benzyl]-1,3-oxazolidin-2-one (Intermediate 9; 68 mg, 0.114 mmol) was treated with 1,1′-bis(di-1-butylphosphino)ferrocene palladium dichloride (˜5 mg) as described earlier. The product was purified by chiral HPLC (ChiralPak IA column, 15% IPA/heptane) to afford... The reactants are C1CCOC1, CCN, Cc1cc(CCl)on1. Product: CCNCc1cc(C)no1. RXN SMILES: [CH2:12]1[O:13][CH2:14][CH2:15][CH2:16]1.[CH3:9][CH2:10][NH2:11].[Cl:1][CH2:2][c:3]1[cH:4][c:5]([CH3:8])[n:6][o:7]1>>[CH2:2]([c:3]1[cH:4][c:5]([CH3:8])[n:6][o:7]1)[NH:11][CH2:10][CH3:9]. The reactants are CO, CCOC(=O)c1nc(C)n2c1CN=C(c1ccccc1Cl)c1cc([N+](=O)[O-])ccc1-2, [K+], [OH-], O. Yields the product Cc1nc(C(=O)O)c2n1-c1ccc([N+](=O)[O-])cc1C(c1ccccc1Cl)=NC2. RXN SMILES: [CH3:31][OH:32].[Cl:1][c:2]1[c:3]([C:8]2=[N:9][CH2:10][c:11]3[n:12]([c:22]([CH3:30])[n:23][c:24]3[C:25](=[O:26])[O:27][CH2:28][CH3:29])-[c:13]3[c:14]2[cH:15][c:16]([N+:19](=[O:20])[O-:21])[cH:17][cH:18]3)[cH:4][cH:5][cH:6][cH:7]1.[K+:34].[OH-:33].[OH2:35]>>[Cl:1][c:2]1[c:3]([C:8]2=[N:9][CH2:10][c:11]3[n:12]([c:22]([CH3:30])[n:23][c:24]3[C:25](=[O:26])[OH:27])-[c:13]3[c:14]2[cH:15][c:16]([N+:19](=[O:20])[O-:21])[cH:17][cH:18]3)[cH:4][cH:5][cH:6][cH:7]1.